Dataset: the Open Reaction Database (ORD), a public repository of structured organic reaction records. Task: describe an organic reaction: reactants, conditions, products, and yield Starting materials: Cl (hydrochloric acid), N1(C=NC=C1)CCCC(C)=O (5-(1H-imidazol-1-yl)-2-pentanone), C(C)(=O)[O-].[NH4+] (ammonium acetate), C(#N)[BH3-].[Na+] (sodium cyanoborohydride). Solvent: CO (methanol). Yields the product CC(CCCN1C=NC=C1)N (alphamethyl-1H-imidazole-1-butanamine). Isolated yield 55.0%. As a reaction SMILES: [N:1]1([CH2:6][CH2:7][CH2:8][C:9](=O)[CH3:10])[CH:5]=[CH:4][N:3]=[CH:2]1.C([O-])(=O)C.[NH4+].C([BH3-])#[N:18].[Na+].Cl>CO>[CH3:10][CH:9]([NH2:18])[CH2:8][CH2:7][CH2:6][N:1]1[CH:5]=[CH:4][N:3]=[CH:2]1 |f:1.2,3.4|. Reported procedure: A solution of 8.3 g of 5-(1H-imidazol-1-yl)-2-pentanone, 44.0 g of ammonium acetate, and 3.5 g of sodium cyanoborohydride in 200 ml of methanol was stirred at room temperature for 2.5 days. The reaction mixture was acidified with hydrochloric acid and concentrated to dryness. The residue was taken up in potassium carbonate solution and extracted with dichloromethane. The combined extracts were dried over potassium carbonate and evaporated and the residue was distilled to give 4.6 g (55%) of alph... Reactants: BrC1=C(C=C(C=C1C)O)C (4-bromo-3,5-dimethylphenol), C(=O)([O-])[O-].[K+].[K+] (K2CO3), BrCC1(COC1)C (3-(bromomethyl)-3-methyloxetane). Solvent: CN(C=O)C (N,N-dimethylformamide). Run at time 12 hour. Yields the product BrC1=C(C=C(OCC2(COC2)C)C=C1C)C (3-((4-Bromo-3,5-dimethylphenoxy)methyl)-3-methyloxetane). Reaction SMILES: [Br:1][C:2]1[C:7]([CH3:8])=[CH:6][C:5]([OH:9])=[CH:4][C:3]=1[CH3:10].C([O-])([O-])=O.[K+].[K+].Br[CH2:18][C:19]1([CH3:23])[CH2:22][O:21][CH2:20]1>CN(C)C=O>[Br:1][C:2]1[C:7]([CH3:8])=[CH:6][C:5]([O:9][CH2:18][C:19]2([CH3:23])[CH2:22][O:21][CH2:20]2)=[CH:4][C:3]=1[CH3:10] |f:1.2.3|. Procedure: To a solution of 4-bromo-3,5-dimethylphenol (3.0 g) and K2CO3 (5.5 g) in N,N-dimethylformamide (10 mL) is added 3-(bromomethyl)-3-methyloxetane (2.95 g). The mixture is stirred for 12 hours at room temperature and then partitioned between saturated aqueous NaHCO3 solution and ethyl acetate. The aqueous phase is extracted with ethyl acetate and the combined organic phases are dried (MgSO4). The solvent is evaporated and the residue is chromatographed on silica gel (cyclohexane/ethyl acetate 100:0...